From a dataset of the Open Reaction Database (ORD), a public repository of structured organic reaction records. describe an organic reaction: reactants, conditions, products, and yield Reactants: COC(=O)c1sc(Br)c(Br)c1F, N#Cc1cc(B(O)O)ccc1OCc1ccccc1, Cc1ccccc1, [Na+], [Na+], O=C([O-])[O-], [Pd], c1ccc(P(c2ccccc2)c2ccccc2)cc1, c1ccc(P(c2ccccc2)c2ccccc2)cc1, c1ccc(P(c2ccccc2)c2ccccc2)cc1, c1ccc(P(c2ccccc2)c2ccccc2)cc1. Yields the product COC(=O)c1sc(-c2ccc(OCc3ccccc3)c(C#N)c2)c(Br)c1F. As a reaction SMILES: [Br:20][c:21]1[c:22]([F:31])[c:23]([C:27](=[O:28])[O:29][CH3:30])[s:24][c:25]1[Br:26].[CH2:1]([c:2]1[cH:3][cH:4][cH:5][cH:6][cH:7]1)[O:8][c:9]1[c:10]([C:18]#[N:19])[cH:11][c:12]([B:15]([OH:16])[OH:17])[cH:13][cH:14]1.[CH3:38][c:39]1[cH:40][cH:41][cH:42][cH:43][cH:44]1.[Na+:32].[Na+:33].[O-:34][C:35](=[O:36])[O-:37].[Pd:45].[c:103]1([P:104]([c:105]2[cH:106][cH:107][cH:108][cH:109][cH:110]2)[c:111]2[cH:112][cH:113][cH:114][cH:115][cH:116]2)[cH:117][cH:118][cH:119][cH:120][cH:121]1.[c:46]1([P:47]([c:48]2[cH:49][cH:50][cH:51][cH:52][cH:53]2)[c:54]2[cH:55][cH:56][cH:57][cH:58][cH:59]2)[cH:60][cH:61][cH:62][cH:63][cH:64]1.[c:65]1([P:66]([c:67]2[cH:68][cH:69][cH:70][cH:71][cH:72]2)[c:73]2[cH:74][cH:75][cH:76][cH:77][cH:78]2)[cH:79][cH:80][cH:81][cH:82][cH:83]1.[c:84]1([P:85]([c:86]2[cH:87][cH:88][cH:89][cH:90][cH:91]2)[c:92]2[cH:93][cH:94][cH:95][cH:96][cH:97]2)[cH:98][cH:99][cH:100][cH:101][cH:102]1>>[CH2:1]([c:2]1[cH:3][cH:4][cH:5][cH:6][cH:7]1)[O:8][c:9]1[c:10]([C:18]#[N:19])[cH:11][c:12](-[c:25]2[c:21]([Br:20])[c:22]([F:31])[c:23]([C:27](=[O:28])[O:29][CH3:30])[s:24]2)[cH:13][cH:14]1. Reactants: [OH-].[Na+] (sodium hydroxide), S(=O)(=O)(OC)[O-] (methyl sulphate), S(=O)(=O)(C1=CC=C(C)C=C1)NC=1C(=C(C(=C(C1)Cl)OC)[N+](=O)[O-])OC (5-(N-tosylamino)-2,4-dimethoxy-3-nitrochlorobenzene). The solvent is normal solution. Conditions: time 15 minute. The product is S(=O)(=O)(C1=CC=C(C)C=C1)N(C)C=1C(=C(C(=C(C1)Cl)OC)[N+](=O)[O-])OC (5-(N-tosyl-N-methylamino)-2,4-dimethoxy-3-nitrochlorobenzene). As a reaction SMILES: S([O-])(O[CH3:5])(=O)=O.[S:7]([NH:17][C:18]1[C:19]([O:30][CH3:31])=[C:20]([N+:27]([O-:29])=[O:28])[C:21]([O:25][CH3:26])=[C:22]([Cl:24])[CH:23]=1)([C:10]1[CH:16]=[CH:15][C:13]([CH3:14])=[CH:12][CH:11]=1)(=[O:9])=[O:8].[OH-].[Na+]>>[S:7]([N:17]([C:18]1[C:19]([O:30][CH3:31])=[C:20]([N+:27]([O-:29])=[O:28])[C:21]([O:25][CH3:26])=[C:22]([Cl:24])[CH:23]=1)[CH3:5])([C:10]1[CH:11]=[CH:12][C:13]([CH3:14])=[CH:15][CH:16]=1)(=[O:8])=[O:9] |f:2.3|. Procedure: 0.022 mole (2.1 ml) of methyl sulphate was added at 30°-35° C. to a solution of 0.02 mole (7.7 g) of 5-(N-tosylamino)-2,4-dimethoxy-3-nitrochlorobenzene prepared in the previous step in 25 ml of a normal solution of sodium hydroxide. Stirring was continued for 15 minutes after completion of the addition. The expected product precipitated upon dilution of the reaction mixture with iced water. After thorough draining and washing with water, the product obtained was recrystallized from alcohol. Reactants: CC(=O)SC1CCN(C(C(=O)C2CC2)c2ccccc2F)CC1, CCO, Cl. The product is Cl, O=C(C1CC1)C(c1ccccc1F)N1CCC(S)CC1. Reaction SMILES: [C:1](=[O:2])([CH3:3])[S:4][CH:5]1[CH2:6][CH2:7][N:8]([CH:11]([c:12]2[c:13]([F:18])[cH:14][cH:15][cH:16][cH:17]2)[C:19](=[O:20])[CH:21]2[CH2:22][CH2:23]2)[CH2:9][CH2:10]1.[CH3:25][CH2:26][OH:27].[ClH:24]>>[ClH:24].[SH:4][CH:5]1[CH2:6][CH2:7][N:8]([CH:11]([c:12]2[c:13]([F:18])[cH:14][cH:15][cH:16][cH:17]2)[C:19](=[O:20])[CH:21]2[CH2:22][CH2:23]2)[CH2:9][CH2:10]1. Reactants: COC(=O)c1cc(Cl)c(OC)c(I)c1, [Li+], C1CCOC1, [OH-], O, O. Yields the product COc1c(Cl)cc(C(=O)O)cc1I. Reaction SMILES: [Cl:1][c:2]1[cH:3][c:4]([C:5](=[O:6])[O:7][CH3:8])[cH:9][c:10]([I:14])[c:11]1[O:12][CH3:13].[Li+:17].[O:18]1[CH2:19][CH2:20][CH2:21][CH2:22]1.[OH-:16].[OH2:15].[OH2:23]>>[Cl:1][c:2]1[cH:3][c:4]([C:5](=[O:6])[OH:7])[cH:9][c:10]([I:14])[c:11]1[O:12][CH3:13]. Procedure details: To a solution obtained by dissolving 1.2 g of N-(4-hydroxyphenyl)-2-[(E)-1-(1,2-dimethyl-3-indolyl)ethylidene]-3-isopropylidenesuccinimide obtained in Example 16 in 25 ml of dichloromethane, followed by dropwise addition of 0.36 ml of acryloyl chloride in 10 minutes. The reaction was carried out at room temperature for additional 30 minutes with stirring. After the reaction, the reaction solution was well washed with water, dried over anhydrous magnesium sulfate, followed by removal of the solve... Reaction conditions: time 30 minute. Yield: 88.5%. Yields the product C(C=C)(=O)OC1=CC=C(C=C1)N1C(/C(/C(C1=O)=C(C)C)=C(\C)/C1=C(N(C2=CC=CC=C12)C)C)=O (N-(4-acryloyloxyphenyl)-2-[(E)-1-(1,2-dimethyl-3-indolyl)ethylidene]-3-isopropylidenesuccinimide). As a reaction SMILES: [OH:1][C:2]1[CH:7]=[CH:6][C:5]([N:8]2[C:12](=[O:13])[C:11](=[C:14]([CH3:16])[CH3:15])/[C:10](=[C:17](\[C:19]3[C:27]4[C:22](=[CH:23][CH:24]=[CH:25][CH:26]=4)[N:21]([CH3:28])[C:20]=3[CH3:29])/[CH3:18])/[C:9]2=[O:30])=[CH:4][CH:3]=1.[C:31](Cl)(=[O:34])[CH:32]=[CH2:33]>ClCCl>[C:31]([O:1][C:2]1[CH:7]=[CH:6][C:5]([N:8]2[C:12](=[O:13])[C:11](=[C:14]([CH3:16])[CH3:15])/[C:10](=[C:17](\[C:19]3[C:27]4[C:22](=[CH:23][CH:24]=[CH:25][CH:26]=4)[N:21]([CH3:28])[C:20]=3[CH3:29])/[CH3:18])/[C:9]2=[O:30])=[CH:4][CH:3]=1)(=[O:34])[CH:32]=[CH2:33]. Reactants: OC1=CC=C(C=C1)N1C(/C(/C(C1=O)=C(C)C)=C(\C)/C1=C(N(C2=CC=CC=C12)C)C)=O (N-(4-hydroxyphenyl)-2-[(E)-1-(1,2-dimethyl-3-indolyl) ethylidene]-3-isopropylidenesuccinimide), C(C=C)(=O)Cl (acryloyl chloride). Run in ClCCl (dichloromethane). The reactants are FC(C(=O)O)(F)F (TFA), CCOC(=O)C (EtOAc), [O-][Mn](=O)(=O)=O.[K+] (KMnO4), C(C)OC(CCN1C(CCCC1)=O)OCC (1-[3,3-bis(ethyloxy)propyl]-2-piperidinone), FC(C(=O)O)(F)F (trifluoroacetic acid). Run in C(Cl)Cl (CH2Cl2). Conditions: time 1 hour. The product is O=C1N(CCCC1)CCC=O (3-(2-oxo-1-piperidinyl)propanal). As a reaction SMILES: C([O:3][CH:4](OCC)[CH2:5][CH2:6][N:7]1[CH2:12][CH2:11][CH2:10][CH2:9][C:8]1=[O:13])C.FC(F)(F)C(O)=O.CCOC(C)=O.[O-][Mn](=O)(=O)=O.[K+]>C(Cl)Cl>[O:13]=[C:8]1[CH2:9][CH2:10][CH2:11][CH2:12][N:7]1[CH2:6][CH2:5][CH:4]=[O:3] |f:3.4|. Reported procedure: A solution of 1-[3,3-bis(ethyloxy)propyl]-2-piperidinone (1.52 g, 6.61 mmol) in CH2Cl2 (100 mL) under nitrogen was treated with trifluoroacetic acid (TFA) (1.5 mL, 19.5 mmol) and stirred at ambient temperature for 1 h. After adding an additional 1.5 mL of TFA and monitoring by TLC (EtOAc, KMnO4 stain) for complete consumption of starting materials the reaction mixture was partitioned between CH2Cl2 and 1:1 Sat. NaHCO3:water (150 mL) solution. Extracted the aqueous with CH2Cl2 two additional time... Starting materials: CC(C)(C)c1cnc(CCl)o1, CCO, NC(N)=S. The product is CC(C)(C)c1cnc(C[SH]=C(N)N)o1. RXN SMILES: [C:1]([CH3:2])([CH3:3])([CH3:4])[c:5]1[cH:6][n:7][c:8]([CH2:10][Cl:11])[o:9]1.[CH3:16][CH2:17][OH:18].[NH2:12][C:13]([NH2:14])=[S:15]>>[C:1]([CH3:2])([CH3:3])([CH3:4])[c:5]1[cH:6][n:7][c:8]([CH2:10][SH:15]=[C:13]([NH2:12])[NH2:14])[o:9]1. The reactants are C(#N)C1=CC=C(C=C1)CC(=O)NC=1SC=C(N1)C1=CC=C(C=C1)OC (2-(4-Cyano-phenyl)-N-[4-(4-methoxy-phenyl)-thiazol-2-yl]-acetamide), solution, O (water). Solvent: O1CCCC1 (tetrahydrofuran). Run at time 2 hour. Product: COC1=CC=C(C=C1)C=1N=C(SC1)NCCC1=CC=C(C#N)C=C1 (4-{2-[4-(4-Methoxy-phenyl)-thiazol-2-ylamino]-ethyl}-benzonitrile). Isolated yield 102.5%. RXN SMILES: [C:1]([C:3]1[CH:8]=[CH:7][C:6]([CH2:9][C:10]([NH:12][C:13]2[S:14][CH:15]=[C:16]([C:18]3[CH:23]=[CH:22][C:21]([O:24][CH3:25])=[CH:20][CH:19]=3)[N:17]=2)=O)=[CH:5][CH:4]=1)#[N:2].O>O1CCCC1>[CH3:25][O:24][C:21]1[CH:20]=[CH:19][C:18]([C:16]2[N:17]=[C:13]([NH:12][CH2:10][CH2:9][C:6]3[CH:5]=[CH:4][C:3]([C:1]#[N:2])=[CH:8][CH:7]=3)[S:14][CH:15]=2)=[CH:23][CH:22]=1. Procedure details: 610 mg 2-(4-Cyano-phenyl)-N-[4-(4-methoxy-phenyl)-thiazol-2-yl]-acetamide were suspended in 20 ml tetrahydrofuran. 2.1 ml of a one molar solution of borane tetrahydrofuran complex were added at room temperature. The reaction mixture was stirred at room temperature for two hours and then at 50° C. for two hours. The cooled reaction mixture was poured on 50 ml water and extracted five times with portions of 50 ml ethyl acetate. The combined organic layers were dried over MgSO4. Then the solvents w... Starting materials: O1CC(C(C2=CC=CC=C12)=O)C1=CC=CC=C1 (Isoflavanone), zinc amalgam, mercuric chloride. Reagents/catalysts: [Zn] (zinc). Solvent: C(C)(=O)O (acetic acid), Cl (hydrochloric acid). Conditions: time 45 minute. Product: O1CC(CC2=CC=CC=C12)C1=CC=CC=C1 (isoflavan). RXN SMILES: [O:1]1[C:10]2[C:5](=[CH:6][CH:7]=[CH:8][CH:9]=2)[C:4](=O)[CH:3]([C:12]2[CH:17]=[CH:16][CH:15]=[CH:14][CH:13]=2)[CH2:2]1>C(O)(=O)C.Cl.[Zn]>[O:1]1[C:10]2[C:5](=[CH:6][CH:7]=[CH:8][CH:9]=2)[CH2:4][CH:3]([C:12]2[CH:17]=[CH:16][CH:15]=[CH:14][CH:13]=2)[CH2:2]1. Reported procedure: Isoflavanone (0.90 g) was dissolved in a mixture of acetic acid (15 ml) and concentrated hydrochloric acid (1.5 ml). and the solution added to zinc amalgam prepared from zinc powder (2.5 g) and mercuric chloride (0.25 g). The mixture was stirred for 45 min., then allowed to stand at room temperature for 18 hrs. The mixture was filtered and the filtrate diluted with water. The precipitated oil was extracted into toluene and the extract washed with saturated sodium hydrogen bicarbonate solution, d...